This data is from the Open Reaction Database (ORD), a public repository of structured organic reaction records. The task is: describe an organic reaction: reactants, conditions, products, and yield Starting materials: CCCCn1c(=O)n(Cc2ccccc2O[Si](C)(C)C(C)(C)C)c(=O)c2[nH]c(Cc3ccc(NC(C)=O)cc3)nc21, CCCC[N+](CCCC)(CCCC)CCCC, CCOC(C)=O, [Cl-], [F-], [NH4+], [Na], C1CCOC1. Yields the product CCCCn1c(=O)n(Cc2ccccc2O)c(=O)c2[nH]c(Cc3ccc(NC(C)=O)cc3)nc21. As a reaction SMILES: [CH2:2]([CH2:3][CH2:4][CH3:5])[n:6]1[c:7](=[O:42])[n:8]([CH2:27][c:28]2[c:29]([O:34][Si:35]([C:36]([CH3:37])([CH3:38])[CH3:39])([CH3:40])[CH3:41])[cH:30][cH:31][cH:32][cH:33]2)[c:9](=[O:26])[c:10]2[nH:11][c:12]([CH2:15][c:16]3[cH:17][cH:18][c:19]([NH:22][C:23]([CH3:24])=[O:25])[cH:20][cH:21]3)[n:13][c:14]12.[CH3:44][CH2:45][CH2:46][CH2:47][N+:48]([CH2:49][CH2:50][CH2:51][CH3:52])([CH2:53][CH2:54][CH2:55][CH3:56])[CH2:57][CH2:58][CH2:59][CH3:60].[CH3:68][CH2:69][O:70][C:71](=[O:72])[CH3:73].[Cl-:61].[F-:43].[NH4+:62].[Na:1].[O:63]1[CH2:64][CH2:65][CH2:66][CH2:67]1>>[CH2:2]([CH2:3][CH2:4][CH3:5])[n:6]1[c:7](=[O:42])[n:8]([CH2:27][c:28]2[c:29]([OH:34])[cH:30][cH:31][cH:32][cH:33]2)[c:9](=[O:26])[c:10]2[nH:11][c:12]([CH2:15][c:16]3[cH:17][cH:18][c:19]([NH:22][C:23]([CH3:24])=[O:25])[cH:20][cH:21]3)[n:13][c:14]12. Reactants: Cn1cc(-c2cc3cccnc3[nH]2)c2cc(NC(=O)OC(C)(C)C)ccc21, ClCCl, O=C(O)C(F)(F)F. The product is Cn1cc(-c2cc3cccnc3[nH]2)c2cc(N)ccc21. As a reaction SMILES: [C:1]([O:2][C:3](=[O:4])[NH:7][c:8]1[cH:9][c:10]2[c:11](-[c:18]3[cH:19][c:20]4[c:21]([n:22][cH:23][cH:24][cH:25]4)[nH:26]3)[cH:12][n:13]([CH3:17])[c:14]2[cH:15][cH:16]1)([CH3:5])([CH3:6])[CH3:27].[Cl:35][CH2:36][Cl:37].[OH:28][C:29]([C:30]([F:31])([F:32])[F:33])=[O:34]>>[NH2:7][c:8]1[cH:9][c:10]2[c:11](-[c:18]3[cH:19][c:20]4[c:21]([n:22][cH:23][cH:24][cH:25]4)[nH:26]3)[cH:12][n:13]([CH3:17])[c:14]2[cH:15][cH:16]1. Reactants: [Ag+], CC1(CBr)SC2C(NC(=O)Cc3ccccc3)C(=O)N2C1C(=O)OCC(Cl)(Cl)Cl, CC(=O)[O-], ClCCl, CC(=O)O. Yields the product CC(=O)OCC1(C)SC2C(NC(=O)Cc3ccccc3)C(=O)N2C1C(=O)OCC(Cl)(Cl)Cl. Reaction SMILES: [Ag+:41].[Br:5][CH2:6][C:7]1([CH3:33])[S:8][CH:9]2[N:10]([CH:11]1[C:12](=[O:13])[O:14][CH2:15][C:16]([Cl:17])([Cl:18])[Cl:19])[C:20](=[O:32])[CH:21]2[NH:22][C:23]([CH2:24][c:25]1[cH:26][cH:27][cH:28][cH:29][cH:30]1)=[O:31].[C:37]([O-:38])(=[O:39])[CH3:40].[CH2:34]([Cl:35])[Cl:36].[CH3:1][C:2]([OH:3])=[O:4]>>[CH3:1][C:2]([O:3][CH2:6][C:7]1([CH3:33])[S:8][CH:9]2[N:10]([CH:11]1[C:12](=[O:13])[O:14][CH2:15][C:16]([Cl:17])([Cl:18])[Cl:19])[C:20](=[O:32])[CH:21]2[NH:22][C:23]([CH2:24][c:25]1[cH:26][cH:27][cH:28][cH:29][cH:30]1)=[O:31])=[O:4]. Reactants: C(C)C1=CC(=C(NC1=O)C)C1=CC=C(S1)S(=O)(=O)Cl (5-(5-Ethyl-2-methyl-6-oxo-1,6-dihydropyridin-3-yl)thiophene-2-sulfonyl chloride), C(C1=CC=CC=C1)N (benzyl amine). Product: C(C1=CC=CC=C1)NS(=O)(=O)C=1SC(=CC1)C1=C(NC(C(=C1)CC)=O)C (5-(5-Ethyl-2-methyl-6-oxo-1,6-dihydro-pyridin-3-yl)-thiophene-2-sulfonic acid benzylamide). As a reaction SMILES: [CH2:1]([C:3]1[C:8](=[O:9])[NH:7][C:6]([CH3:10])=[C:5]([C:11]2[S:15][C:14]([S:16](Cl)(=[O:18])=[O:17])=[CH:13][CH:12]=2)[CH:4]=1)[CH3:2].[CH2:20]([NH2:27])[C:21]1[CH:26]=[CH:25][CH:24]=[CH:23][CH:22]=1>>[CH2:20]([NH:27][S:16]([C:14]1[S:15][C:11]([C:5]2[CH:4]=[C:3]([CH2:1][CH3:2])[C:8](=[O:9])[NH:7][C:6]=2[CH3:10])=[CH:12][CH:13]=1)(=[O:18])=[O:17])[C:21]1[CH:26]=[CH:25][CH:24]=[CH:23][CH:22]=1. Reported procedure: 5-(5-Ethyl-2-methyl-6-oxo-1,6-dihydropyridin-3-yl)thiophene-2-sulfonyl chloride is reacted with benzyl amine as described in Step 5, Example 24 to give the title compound. MS: m/e 389 (M+H). The reactants are C1(=CC=CC=C1)SC (Thioanisole), C(C1=CC=CC=C1)OC=1C=C(CNC(=O)C=2C=C3C=CC=NC3=CC2)C=CC1 (quinoline-6-carboxylic acid 3-benzyloxybenzylamide), FC(C(=O)O)(F)F (trifluoroacetic acid). Run at time 4 hour. Yields the product OC=1C=C(CNC(=O)C=2C=C3C=CC=NC3=CC2)C=CC1 (Quinoline-6-carboxylic acid 3-hydroxybenzylamide). Yield: 63.9%. As a reaction SMILES: C1(SC)C=CC=CC=1.C([O:16][C:17]1[CH:18]=[C:19]([CH:34]=[CH:35][CH:36]=1)[CH2:20][NH:21][C:22]([C:24]1[CH:25]=[C:26]2[C:31](=[CH:32][CH:33]=1)[N:30]=[CH:29][CH:28]=[CH:27]2)=[O:23])C1C=CC=CC=1.FC(F)(F)C(O)=O>>[OH:16][C:17]1[CH:18]=[C:19]([CH:34]=[CH:35][CH:36]=1)[CH2:20][NH:21][C:22]([C:24]1[CH:25]=[C:26]2[C:31](=[CH:32][CH:33]=1)[N:30]=[CH:29][CH:28]=[CH:27]2)=[O:23]. Procedure: Thioanisole (1.7 mL, 14 mmol) was added to a mixture of quinoline-6-carboxylic acid 3-benzyloxybenzylamide (1.3 g, 3.6 mmol) and trifluoroacetic acid(8 mL) on an ice bath, and the solution was stirred for 4 hours at room temperature. The solvent was evaporated in vacuo, then water, an aqueous solution of saturated sodium bicarbonate, ethyl acetate and tetrahydrofuran were added to the residue for extraction, the organic layer was washed with brine, then, dried over anhydrous magnesium sulfate. T... Yields the product N[C@H]1CN(CC1)C1=NC(=C2N=CN(C2=N1)[C@H]1[C@@H]([C@@H]([C@H](C1)NC(CCO)=O)O)O)NCC(C1=CC=CC=C1)C1=CC=CC=C1 (N-{(1S,2R,3S,4R)-4-[2-((R)-3-Amino-pyrrolidin-1-yl)-6-(2,2-diphenyl-ethylamino)-purin-9-yl]-2,3-dihydroxy-cyclopentyl}-3-hydroxy-propionamide). Reaction SMILES: [NH2:1][C@@H:2]1[CH2:6][CH2:5][N:4]([C:7]2[N:15]=[C:14]3[C:10]([N:11]=[CH:12][N:13]3[C@@H:16]3[CH2:20][C@H:19]([NH:21][C:22](=[O:33])[C@H](OCC4C=CC=CC=4)C)[C@@H:18]([OH:34])[C@H:17]3[OH:35])=[C:9]([NH:36][CH2:37][CH:38]([C:45]3[CH:50]=[CH:49][CH:48]=[CH:47][CH:46]=3)[C:39]3[CH:44]=[CH:43][CH:42]=[CH:41][CH:40]=3)[N:8]=2)[CH2:3]1.[C:51]([O:55]C(=O)N[C@@H]1CCN(C2N=C3C(N=CN3[C@@H]3C[C@H](NC(=O)[C@H](OCC4C=CC=CC=4)C)[C@@H](O)[C@H]3O)=C(NCC(C3C=CC=CC=3)C3C=CC=CC=3)N=2)C1)(C)(C)[CH3:52]>>[NH2:1][C@@H:2]1[CH2:6][CH2:5][N:4]([C:7]2[N:15]=[C:14]3[C:10]([N:11]=[CH:12][N:13]3[C@@H:16]3[CH2:20][C@H:19]([NH:21][C:22](=[O:33])[CH2:52][CH2:51][OH:55])[C@@H:18]([OH:34])[C@H:17]3[OH:35])=[C:9]([NH:36][CH2:37][CH:38]([C:39]3[CH:40]=[CH:41][CH:42]=[CH:43][CH:44]=3)[C:45]3[CH:50]=[CH:49][CH:48]=[CH:47][CH:46]=3)[N:8]=2)[CH2:3]1. Procedure: The title compound is prepared analogously to (R)—N-{(1S,2R,3S,4R)-4-[2-((R)-3-amino-pyrrolidin-1-yl)-6-(2,2-diphenyl-ethylamino)-purin-9-yl]-2,3-dihydroxy-cyclopentyl}-2-benzyloxy-propionamide (Example 181, step 4), by substituting {(R)-1-[9-[(1R,2S,3R,4S)-4-(3-tert-butoxy-propionylamino)-2,3-dihydroxy-cyclopentyl]-6-(2,2-diphenyl-ethylamino)-9H-purin-2-yl]-pyrrolidin-3-yl}-carbamic acid tert-butyl ester (Intermediate ZG3) for {(R)-1-[9-[(1R,2S,3R,4S)-4-((R)-2-Benzyloxy-propionylamino)-2,3-dihy... Reactants: N[C@H]1CN(CC1)C1=NC(=C2N=CN(C2=N1)[C@H]1[C@@H]([C@@H]([C@H](C1)NC([C@@H](C)OCC1=CC=CC=C1)=O)O)O)NCC(C1=CC=CC=C1)C1=CC=CC=C1 ((R)—N-{(1S,2R,3S,4R)-4-[2-((R)-3-amino-pyrrolidin-1-yl)-6-(2,2-diphenyl-ethylamino)-purin-9-yl]-2,3-dihydroxy-cyclopentyl}-2-benzyloxy-propionamide), C(C)(C)(C)OC(N[C@H]1CN(CC1)C1=NC(=C2N=CN(C2=N1)[C@H]1[C@@H]([C@@H]([C@H](C1)NC([C@@H](C)OCC1=CC=CC=C1)=O)O)O)NCC(C1=CC=CC=C1)C1=CC=CC=C1)=O ({(R)-1-[9-[(1R,2S,3R,4S)-4-((R)-2-Benzyloxy-propionylamino)-2,3-dihydroxy-cyclopentyl]-6-(2,2-diphenyl-ethylamino)-9H-purin-2-yl]-pyrrolidin-3-yl}-carbamic acid tert-butyl ester). Reactants: BrC1=CC=C(C=C1)[N+](=O)[O-] (1-bromo-4-nitrobenzene), BrC1=CC(=CC=C1)C (1-bromo-3-methylbenzene). Yields the product [N+](=O)([O-])C1=CC=C(C=C1)C1=CC(=CC=C1)C (4-Nitro-3′-methylbiphenyl). Reaction SMILES: Br[C:2]1[CH:7]=[CH:6][C:5]([N+:8]([O-:10])=[O:9])=[CH:4][CH:3]=1.Br[C:12]1[CH:17]=[CH:16][CH:15]=[C:14]([CH3:18])[CH:13]=1>>[N+:8]([C:5]1[CH:6]=[CH:7][C:2]([C:12]2[CH:17]=[CH:16][CH:15]=[C:14]([CH3:18])[CH:13]=2)=[CH:3][CH:4]=1)([O-:10])=[O:9]. Procedure details: The title compound was prepared by Suzuki coupling of 1-bromo-4-nitrobenzene and 1-bromo-3-methylbenzene. Reactants: CCOC(=O)CCC(Cl)c1ccccc1C#N, [H-], [Na+], CN(C)C=O, N#Cc1ccc(OCc2ccsc2)cc1O. The product is CCOC(=O)CCC(Oc1cc(OCc2ccsc2)ccc1C#N)c1ccccc1C#N. RXN SMILES: [Cl:19][CH:20]([CH2:21][CH2:22][C:23](=[O:24])[O:25][CH2:26][CH3:27])[c:28]1[c:29]([C:34]#[N:35])[cH:30][cH:31][cH:32][cH:33]1.[H-:17].[Na+:18].[O:36]=[CH:37][N:38]([CH3:39])[CH3:40].[OH:1][c:2]1[c:3]([C:4]#[N:5])[cH:6][cH:7][c:8]([O:10][CH2:11][c:12]2[cH:13][s:14][cH:15][cH:16]2)[cH:9]1>>[O:1]([c:2]1[c:3]([C:4]#[N:5])[cH:6][cH:7][c:8]([O:10][CH2:11][c:12]2[cH:13][s:14][cH:15][cH:16]2)[cH:9]1)[CH:20]([CH2:21][CH2:22][C:23](=[O:24])[O:25][CH2:26][CH3:27])[c:28]1[c:29]([C:34]#[N:35])[cH:30][cH:31][cH:32][cH:33]1. Solvent: C1(=CC=CC=C1)C (toluene), O (Water), O (water). Yield: 73.3%. Yields the product OC1=C(C(N2CCOC=3C2=C1C=CC3)=O)C(N(C)C3=CC=C(C=C3)F)=O (2,3-dihydro-7-hydroxy-6-[N-(4-fluorophenyl)-N-methylcarbamoyl]-5-oxo-5H-pyrido[1,2,3-de]-1,4-benzoxazine). RXN SMILES: P(Cl)(Cl)Cl.[CH3:5][NH:6][C:7]1[CH:12]=[CH:11][C:10]([F:13])=[CH:9][CH:8]=1.[C:14]([C:17]1[C:29](=[O:30])[N:25]2[CH2:26][CH2:27][O:28][C:23]3[C:24]2=[C:19]([CH:20]=[CH:21][CH:22]=3)[C:18]=1[OH:31])([OH:16])=O.[OH-].[Na+]>C1(C)C=CC=CC=1.O>[OH:31][C:18]1[C:19]2[CH:20]=[CH:21][CH:22]=[C:23]3[C:24]=2[N:25]([CH2:26][CH2:27][O:28]3)[C:29](=[O:30])[C:17]=1[C:14](=[O:16])[N:6]([C:7]1[CH:12]=[CH:11][C:10]([F:13])=[CH:9][CH:8]=1)[CH3:5] |f:3.4|. The reactants are CNC1=CC=C(C=C1)F (N-methyl-4-fluoroaniline), [OH-].[Na+] (sodium hydroxide), P(Cl)(Cl)Cl (Phosphorus trichloride), C(=O)(O)C1=C(C=2C=CC=C3C2N(CCO3)C1=O)O (6-Carboxy-2,3-dihydro-7-hydroxy-5-oxo-5H-pyrido[1,2,3-de]-1,4-benzoxazine). Procedure: Phosphorus trichloride (0.353 ml) was added dropwise to a water-cooled solution of N-methyl-4-fluoroaniline (3.04 g) in toluene (18 ml). The mixture was stirred at room temperature for 30 minutes. 6-Carboxy-2,3-dihydro-7-hydroxy-5-oxo-5H-pyrido[1,2,3-de]-1,4-benzoxazine (2 g) was added thereto, and the resulting mixture was stirred at 100° C. for 2 hours. Water (20 ml) and 4N sodium hydroxide (15 ml) were added thereto. The insoluble material was filtered and the filtrate was separated. The aque... Conditions: time 30 minute.